Dataset: the Open Reaction Database (ORD), a public repository of structured organic reaction records. Task: describe an organic reaction: reactants, conditions, products, and yield Yields the product CN1CC(=O)N(C)C1=NC(=O)Nc1cccc(Cl)c1. Reactants: CN1CC(=O)N(C)C1=N, O=C=Nc1cccc(Cl)c1, C1CCOC1. Reaction SMILES: [CH3:1][N:2]1[C:3](=[NH:9])[N:4]([CH3:8])[C:5](=[O:7])[CH2:6]1.[Cl:10][c:11]1[cH:12][c:13]([N:17]=[C:18]=[O:19])[cH:14][cH:15][cH:16]1.[O:20]1[CH2:21][CH2:22][CH2:23][CH2:24]1>>[CH3:1][N:2]1[C:3](=[N:9][C:18]([NH:17][c:13]2[cH:12][c:11]([Cl:10])[cH:16][cH:15][cH:14]2)=[O:19])[N:4]([CH3:8])[C:5](=[O:7])[CH2:6]1. The reactants are [Cl-].[NH4+] (ammonium chloride), O (water), C(C)O (ethanol), CN(S(=O)(=O)C)CCNC1=CC=C(C=C1)[N+](=O)[O-] (N-methyl-N-[2-(4-nitrophenylamino)ethyl]methanesulfonamide). Reagents/catalysts: [Zn] (zinc). Yields the product S(=O)(=O)(O)O.NC1=CC=C(C=C1)NCCN(S(=O)(=O)C)C (N-[2-(4-aminophenylamino)ethyl]-N-methylmethanesulfonamide sulfate). Reaction SMILES: [Cl-].[NH4+].[OH2:3].[CH3:4][N:5]([CH2:10][CH2:11][NH:12][C:13]1[CH:18]=[CH:17][C:16]([N+:19]([O-])=O)=[CH:15][CH:14]=1)[S:6]([CH3:9])(=[O:8])=[O:7].C([OH:24])C>[Zn]>[S:6]([OH:8])([OH:24])(=[O:7])=[O:3].[NH2:19][C:16]1[CH:15]=[CH:14][C:13]([NH:12][CH2:11][CH2:10][N:5]([CH3:4])[S:6]([CH3:9])(=[O:8])=[O:7])=[CH:18][CH:17]=1 |f:0.1,6.7|. Reported procedure: A mixture of zinc powder (25 g), ammonium chloride (1.1 g), water (11.2 mL), and 96% ethanol (67.5 mL) was brought to reflux in a boiling water bath. N-methyl-N-[2-(4-nitrophenylamino)ethyl]methanesulfonamide (23) (12.3 g, 0.045 mol) was added in portions and heating was continued until the reaction medium decolorized. The resulting mixture was filtered while boiling and the filtrate was recovered onto 3.8 mL of 96% sulfuric acid. The zinc was washed with ethanol, the filtrate was cooled in ice,... Starting materials: C(C)(=O)C=1N=CC=2CCCCC2C1 (3-acetyl-5,6,7,8-tetrahydroisoquinoline), Br (hydrobromic acid), BrBr (bromine). The solvent is C(C)(=O)O (acetic acid). Reaction conditions: time 3 hour. Product: BrCC(=O)C=1N=CC=2CCCCC2C1 (3-Bromoacetyl-5,6,7,8-tetrahydroisoquinoline). As a reaction SMILES: [C:1]([C:4]1[N:5]=[CH:6][C:7]2[CH2:8][CH2:9][CH2:10][CH2:11][C:12]=2[CH:13]=1)(=[O:3])[CH3:2].[BrH:14].BrBr>C(O)(=O)C>[Br:14][CH2:2][C:1]([C:4]1[N:5]=[CH:6][C:7]2[CH2:8][CH2:9][CH2:10][CH2:11][C:12]=2[CH:13]=1)=[O:3]. Reported procedure: To a mixture of 3-acetyl-5,6,7,8-tetrahydroisoquinoline (287.7 mg, 1.64 mmol) and hydrobromic acid (25% solution in acetic acid, 3.1 ml) was added a solution of bromine (93.3 μl, 1.81 mmol) in acetic acid (0.4 ml) at 0° C. The mixture was stirred at room temperature for an additional 3 h. and concentrated. The residue was made basic with saturated aqueous hydrogen bicarbonate and extracted with diethyl ether (150 ml). The organic layer dried (MgSO4) and concentrated to afford 524.9 mg of the cru... Starting materials: NC(=O)c1cccc(B(O)O)c1, O=S(=O)(OC1=CC2CCC(C1)N2Cc1ccccc1)C(F)(F)F, C1CCOC1, [F-], [K+], CC(=O)[O-], CC(=O)[O-], [Pd+2]. The product is NC(=O)c1cccc(C2=CC3CCC(C2)N3Cc2ccccc2)c1. RXN SMILES: [C:1]([NH2:2])(=[O:3])[c:4]1[cH:5][c:6]([B:10]([OH:11])[OH:12])[cH:7][cH:8][cH:9]1.[CH2:15]([c:16]1[cH:17][cH:18][cH:19][cH:20][cH:21]1)[N:22]1[CH:23]2[CH:24]=[C:25]([O:30][S:31]([C:32]([F:33])([F:34])[F:35])(=[O:36])=[O:37])[CH2:26][CH:27]1[CH2:28][CH2:29]2.[CH2:47]1[O:48][CH2:49][CH2:50][CH2:51]1.[F-:13].[K+:14].[O-:39][C:40]([CH3:41])=[O:42].[O-:43][C:44]([CH3:45])=[O:46].[Pd+2:38]>>[C:1]([NH2:2])(=[O:3])[c:4]1[cH:5][c:6]([C:25]2=[CH:24][CH:23]3[N:22]([CH2:15][c:16]4[cH:17][cH:18][cH:19][cH:20][cH:21]4)[CH:27]([CH2:26]2)[CH2:28][CH2:29]3)[cH:7][cH:8][cH:9]1.